This data is from the Open Reaction Database (ORD), a public repository of structured organic reaction records. The task is: describe an organic reaction: reactants, conditions, products, and yield Starting materials: [Cl-], O=C(O)c1cc(OCC(F)(F)F)ccc1OCC(F)(F)F, NCc1ccccn1. Product: O=C(NCc1ccccn1)c1cc(OCC(F)(F)F)ccc1OCC(F)(F)F. Reaction SMILES: [Cl-:1].[F:2][C:3]([CH2:4][O:5][c:6]1[c:7]([C:8](=[O:9])[OH:10])[cH:11][c:12]([O:15][CH2:16][C:17]([F:18])([F:19])[F:20])[cH:13][cH:14]1)([F:21])[F:22].[NH2:23][CH2:24][c:25]1[n:26][cH:27][cH:28][cH:29][cH:30]1>>[F:2][C:3]([CH2:4][O:5][c:6]1[c:7]([C:8](=[O:10])[NH:23][CH2:24][c:25]2[n:26][cH:27][cH:28][cH:29][cH:30]2)[cH:11][c:12]([O:15][CH2:16][C:17]([F:18])([F:19])[F:20])[cH:13][cH:14]1)([F:21])[F:22]. Starting materials: C(C)OC(C#CC(=O)C1=CC=C(C=C1)[N+](=O)[O-])OCC (4,4-Diethoxy-1-(4-nitrophenyl)but-2-yn-1-one), C(C)O (ethanol), [H][H] (hydrogen), C(C)OC(C#CC(=O)C1=CC=C(C=C1)[N+](=O)[O-])OCC (4,4-Diethoxy-1-(4-nitrophenyl)but-2-yn-1-one), CNN (methylhydrazine). The reagents and catalysts are [Pd] (palladium on carbon). Run in C1CCOC1 (THF). Conditions: temperature 70 celsius. Product: C(C)OC(C1=CC(=NN1C)C1=CC=C(N)C=C1)OCC (4-[5-(Diethoxymethyl)-1-methyl-1H-pyrazol-3-yl]aniline). The yield is 89.8%. Reaction SMILES: [CH2:1]([O:3][CH:4]([O:18][CH2:19][CH3:20])[C:5]#[C:6][C:7]([C:9]1[CH:14]=[CH:13][C:12]([N+:15]([O-])=O)=[CH:11][CH:10]=1)=O)[CH3:2].[CH3:21][NH:22][NH2:23].C(O)C.[H][H]>[Pd].C1COCC1>[CH2:1]([O:3][CH:4]([O:18][CH2:19][CH3:20])[C:5]1[N:22]([CH3:21])[N:23]=[C:7]([C:9]2[CH:14]=[CH:13][C:12]([NH2:15])=[CH:11][CH:10]=2)[CH:6]=1)[CH3:2]. Procedure details: 4,4-Diethoxy-1-(4-nitrophenyl)but-2-yn-1-one (Intermediate 9, 5.77 g, 22.4 mmol), methylhydrazine (1.2 ml, 22.4 mmol), and ethanol (100 ml) were combined and warmed at 70° C. for 45 min. THF (50 ml) and palladium on carbon (10%, 100 mg) were added. The suspension was stirred under 1 atmosphere of hydrogen gas for 16 hrs. The mixture was filtered and evaporated to give the title compound as a light yellow solid (5.54 g).